From a dataset of the Open Reaction Database (ORD), a public repository of structured organic reaction records. describe an organic reaction: reactants, conditions, products, and yield Starting materials: CN(C)CCC1CCCCN1, CC#N, O=C1Nc2cccnc2N(C(=O)Cl)c2ccccc21. Yields the product CN(C)CCC1CCCCN1C(=O)N1c2ccccc2C(=O)Nc2cccnc21. Reaction SMILES: [CH3:20][N:21]([CH2:22][CH2:23][CH:24]1[NH:25][CH2:26][CH2:27][CH2:28][CH2:29]1)[CH3:30].[CH3:31][C:32]#[N:33].[Cl:1][C:2](=[O:3])[N:4]1[c:5]2[c:6]([cH:16][cH:17][cH:18][n:19]2)[NH:7][C:8](=[O:15])[c:9]2[c:10]1[cH:11][cH:12][cH:13][cH:14]2>>[C:2](=[O:3])([N:4]1[c:5]2[c:6]([cH:16][cH:17][cH:18][n:19]2)[NH:7][C:8](=[O:15])[c:9]2[c:10]1[cH:11][cH:12][cH:13][cH:14]2)[N:25]1[CH:24]([CH2:23][CH2:22][N:21]([CH3:20])[CH3:30])[CH2:29][CH2:28][CH2:27][CH2:26]1. Reactants: carboxylic acid, C(=O)(N1C=NC=C1)N1C=NC=C1 (1,1′-carbonyldiimidazole), C(C)(CC)S(=O)(=O)N (sec-butyl sulfonamide), C1CCC2=NCCCN2CC1 (DBU). Solvent: C(Cl)Cl (DCM), C1CCOC1 (THF), C1CCOC1 (THF). Conditions: time 1 hour. Product: [C@@]12(CCC[C@H](CC1)N2C)O (tropanol). The yield is 195.7%. Reaction SMILES: C(N1C=CN=C1)(N1C=CN=C1)=[O:2].C(S(N)(=O)=O)(CC)C.[CH2:21]1[CH2:31][CH2:30][N:29]2[C:24](=N[CH2:26][CH2:27][CH2:28]2)C[CH2:22]1>C1COCC1.C(Cl)Cl>[C@@:30]12([OH:2])[N:29]([CH3:24])[C@@H:28]([CH2:27][CH2:26]1)[CH2:22][CH2:21][CH2:31]2. Reported procedure: In a 100 mL round-bottomed flask (RBF) was added carboxylic acid 1 (575 mg, 1.291 mmol) and 1,1′-carbonyldiimidazole (460 mg, 2.84 mmol) in THF (15 mL) to give a yellow solution. The mixture was stirred at room temperature under nitrogen for 1 hour then heated to 70° C., in an oil bath, for 90 minutes. The mixture was cooled and sec-butyl sulfonamide (921 mg, 6.71 mmol) in 4 mL of THF was added along with neat DBU (0.389 mL, 2.58 mmol). The RBF was returned to the oil bath and heated overnight a...